Dataset: the Open Reaction Database (ORD), a public repository of structured organic reaction records. Task: describe an organic reaction: reactants, conditions, products, and yield Reactants: [9-(2,2-dimethyl-propyl)-8-oxo-3,6,7,8,9,10-hexahydro-2,3,9-triaza-(R)-cyclohepta[e]inden-7-yl]-carbamic acid benzyl ester, C(C)(=O)O (acetic acid), Cl.COC(C(CC=1C(=C2C=NNC2=CC1)CCl)NC(=O)OCC1=CC=CC=C1)=O (2-benzyloxycarbonylamino-3-(4-chloromethyl-1H-indazol-5-yl)-propionic acid methyl ester, hydrochloride), C(C(C)C)N (isobutylamine). The solvent is C1(=CC=CC=C1)C (toluene). The product is C(C1=CC=CC=C1)OC(NC1CC2=C(C=3C=NNC3C=C2)CN(C1=O)CC(C)C)=O ((9-Isobutyl-8-oxo-3,6,7,8,9,10-hexahydro-2,3,9-triaza-cyclohepta[e]inden-7-yl)-carbamic acid benzyl ester). As a reaction SMILES: Cl.C[O:3][C:4](=O)[CH:5]([NH:18][C:19]([O:21][CH2:22][C:23]1[CH:28]=[CH:27][CH:26]=[CH:25][CH:24]=1)=[O:20])[CH2:6][C:7]1[C:8]([CH2:16]Cl)=[C:9]2[C:13](=[CH:14][CH:15]=1)[NH:12][N:11]=[CH:10]2.[CH2:30]([NH2:34])[CH:31]([CH3:33])[CH3:32].C(O)(=O)C>C1(C)C=CC=CC=1>[CH2:22]([O:21][C:19](=[O:20])[NH:18][CH:5]1[C:4](=[O:3])[N:34]([CH2:30][CH:31]([CH3:33])[CH3:32])[CH2:16][C:8]2[C:9]3[CH:10]=[N:11][NH:12][C:13]=3[CH:14]=[CH:15][C:7]=2[CH2:6]1)[C:23]1[CH:28]=[CH:27][CH:26]=[CH:25][CH:24]=1 |f:0.1|. Procedure details: In a manner similar to [9-(2,2-dimethyl-propyl)-8-oxo-3,6,7,8,9,10-hexahydro-2,3,9-triaza-(R)-cyclohepta[e]inden-7-yl]-carbamic acid benzyl ester, the title compound was prepared by treating 2-benzyloxycarbonylamino-3-(4-chloromethyl-1H-indazol-5-yl)-propionic acid methyl ester, hydrochloride with isobutylamine followed by treatment with acetic acid in refluxing toluene to give (9-Isobutyl-8-oxo-3,6,7,8,9,10-hexahydro-2,3,9-triaza-cyclohepta[e]inden-7-yl)-carbamic acid benzyl ester in 91% yield....